Dataset: the Open Reaction Database (ORD), a public repository of structured organic reaction records. Task: describe an organic reaction: reactants, conditions, products, and yield The reactants are N[C@@H](CC(N)=O)C(=O)O (asparagine), Tms-Cl, C1=CC=CC=2C3=CC=CC=C3C(C12)COC(=O)Cl (9-Fluorenylmethyoxycarbonyl chloride), C(C)(C)N(CC)C(C)C (diisopropylethylamine). The product is N([C@@H](CC(N)=O)C(=O)O)C(=O)OCC1C2=CC=CC=C2C2=CC=CC=C12 (Fmoc-Asn). Reaction SMILES: [NH2:1][C@H:2]([C:7]([OH:9])=[O:8])[CH2:3][C:4](=[O:6])[NH2:5].[CH:10]1[C:22]2[CH:21]([CH2:23][O:24][C:25](Cl)=[O:26])[C:20]3[C:15](=[CH:16][CH:17]=[CH:18][CH:19]=3)[C:14]=2[CH:13]=[CH:12][CH:11]=1.C(N(C(C)C)CC)(C)C>>[NH:1]([C:25]([O:24][CH2:23][CH:21]1[C:20]2[C:15](=[CH:16][CH:17]=[CH:18][CH:19]=2)[C:14]2[C:22]1=[CH:10][CH:11]=[CH:12][CH:13]=2)=[O:26])[C@H:2]([C:7]([OH:9])=[O:8])[CH2:3][C:4](=[O:6])[NH2:5]. Procedure: 4.95 g (37.5 mmoles) of finely ground asparagine (Chemical Dynamics Corp.) was placed in a 250 mL round bottom flask (oven dried) which was fitted with a condenser (oven dried). A nitrogen gas line was attached at the top of the condenser. The solid was suspended in 87.5 mL of dry N,N-dimethylacetamide and stirred vigorously. 19.04 mL (150 mmoles) of Tms-Cl was injected in one portion. The mixture was stirred for 1 hour and cooled in an ice bath. 9-Fluorenylmethyoxycarbonyl chloride (6.47 g, 25 ... Starting materials: OC1=CC=C(CCC(=O)C=2C(O)=CC(O)=CC2O)C=C1 (phloretin). The reagents and catalysts are [Pd] (palladium on carbon). Solvent: C(C)O (ethanol). Yields the product OC1CC=C(CCC(=O)C=2C(O)=CC(O)=CC2O)C=C1 (dihydrophloretin). Yield: 90.0%. As a reaction SMILES: [OH:1][C:2]1[CH:20]=[CH:19][C:5]([CH2:6][CH2:7][C:8]([C:10]2[C:11](=[CH:13][C:14](=[CH:16][C:17]=2[OH:18])[OH:15])[OH:12])=[O:9])=[CH:4][CH:3]=1>C(O)C.[Pd]>[OH:1][CH:2]1[CH:3]=[CH:4][C:5]([CH2:6][CH2:7][C:8]([C:10]2[C:17](=[CH:16][C:14](=[CH:13][C:11]=2[OH:12])[OH:15])[OH:18])=[O:9])=[CH:19][CH2:20]1. Reported procedure: A solution of phloretin (1 g) in 80% ethanol (20 ml) containing 50 mg of 5% palladium on carbon is stirred under a hydrogen atmosphere. After 6 hrs the mixture is filtered, and the filtrate is concentrated under vacuo to give dihydrophloretin in about 90% yield. Starting materials: [Al+3], C1CCOC1, COCCOc1cccc(C(=O)OC)c1OCCOC, [H-], [H-], [H-], [H-], [Li+], [Na+], [OH-], O. Product: COCCOc1cccc(CO)c1OCCOC. RXN SMILES: [Al+3:22].[CH2:30]1[O:31][CH2:32][CH2:33][CH2:34]1.[CH3:1][O:2][CH2:3][CH2:4][O:5][c:6]1[c:7]([C:8](=[O:9])[O:10][CH3:11])[cH:12][cH:13][cH:14][c:15]1[O:16][CH2:17][CH2:18][O:19][CH3:20].[H-:21].[H-:24].[H-:25].[H-:26].[Li+:23].[Na+:29].[OH-:28].[OH2:27]>>[CH3:1][O:2][CH2:3][CH2:4][O:5][c:6]1[c:7]([CH2:8][OH:9])[cH:12][cH:13][cH:14][c:15]1[O:16][CH2:17][CH2:18][O:19][CH3:20]. Reactants: O (water), N[C@@H](CC1=CC(=C(C=C1)O)C(C)(C)C)C(=O)N (Tyr(3-tBu)-NH2), C(=O)(OCC1=CC=CC=C1)N([C@@H](C(C)C)C(=O)O)C (Z-N-Me-Val-OH), TEA. Solvent: C1CCOC1 (THF). Reaction conditions: time 4 hour. Product: C(=O)(OCC1=CC=CC=C1)N([C@@H](C(C)C)C(=O)N[C@@H](CC1=CC(=C(C=C1)O)C(C)(C)C)C(=O)N)C (Z-N-Me-Val-Tyr(3-tBu)-NH2). Isolated yield 83.1%. RXN SMILES: [NH2:1][C@H:2]([C:15]([NH2:17])=[O:16])[CH2:3][C:4]1[CH:9]=[CH:8][C:7]([OH:10])=[C:6]([C:11]([CH3:14])([CH3:13])[CH3:12])[CH:5]=1.[C:18]([N:28]([CH3:36])[C@H:29]([C:33](O)=[O:34])[CH:30]([CH3:32])[CH3:31])([O:20][CH2:21][C:22]1[CH:27]=[CH:26][CH:25]=[CH:24][CH:23]=1)=[O:19].O>C1COCC1>[C:18]([N:28]([CH3:36])[C@H:29]([C:33]([NH:1][C@H:2]([C:15]([NH2:17])=[O:16])[CH2:3][C:4]1[CH:9]=[CH:8][C:7]([OH:10])=[C:6]([C:11]([CH3:14])([CH3:12])[CH3:13])[CH:5]=1)=[O:34])[CH:30]([CH3:32])[CH3:31])([O:20][CH2:21][C:22]1[CH:27]=[CH:26][CH:25]=[CH:24][CH:23]=1)=[O:19]. Procedure details: To a solution of the thus obtained Tyr(3-tBu)-NH2 (1 g, 4.23 mmol), Z-N-Me-Val-OH (1.23 g, 4.63 mmol) and CMPI (1.2 g, 4.69 mmol) in THF (20 ml), TEA (1.8 ml) was added under cooling with ice and stirred at room temperature for 4 hours. The reaction mixture was mixed with water and extracted with ethyl acetate. The organic layer was washed with saturated brine, dried over sodium sulfate and evaporated to remove the solvent under reduced pressure; the thus obtained residue was subjected to silica... Reactants: FC1=C(C(=NO)Cl)C=CC=C1 (2-fluoro-N-hydroxybenzimidoyl chloride), COC(CC(=O)C)=O (methylacetoacetate), C[O-].[Na+] (sodium methoxide). Run in CO (methanol). Product: COC(=O)C=1C(=NOC1C)C1=C(C=CC=C1)F (methyl-3-(2-fluorophenyl)-5-methylisoxazol-4-carboxylate). The yield is 72.3%. Reaction SMILES: [F:1][C:2]1[CH:11]=[CH:10][CH:9]=[CH:8][C:3]=1[C:4](Cl)=[N:5][OH:6].[CH3:12][O:13][C:14](=[O:19])[CH2:15][C:16]([CH3:18])=O.C[O-].[Na+]>CO>[CH3:12][O:13][C:14]([C:15]1[C:4]([C:3]2[CH:8]=[CH:9][CH:10]=[CH:11][C:2]=2[F:1])=[N:5][O:6][C:16]=1[CH3:18])=[O:19] |f:2.3|. Reported procedure: In a similar manner as described in Preparation Example 17, by using methanol (160 mL), 2-fluoro-N-hydroxybenzimidoyl chloride (8.00 g, 46.09 mmol), methylacetoacetate (10.07 g, 92.18 mmol) and sodium methoxide (7.47 g, 138.27 mmol), a white solid required compound (7.84 g, 33.33 mmol, 72%) was obtained. Reactants: O=C([O-])O, CO, FCc1sc(-c2cccc(C(F)(F)F)c2)nc1COC1CCCCO1, [Na+], O, Cc1ccc(S(=O)(=O)O)cc1. Product: OCc1nc(-c2cccc(C(F)(F)F)c2)sc1CF. As a reaction SMILES: [C:38](=[O:39])([O-:40])[OH:41].[CH3:43][OH:44].[F:1][CH2:2][c:3]1[c:4]([CH2:18][O:19][CH:20]2[CH2:21][CH2:22][CH2:23][CH2:24][O:25]2)[n:5][c:6](-[c:8]2[cH:9][c:10]([C:14]([F:15])([F:16])[F:17])[cH:11][cH:12][cH:13]2)[s:7]1.[Na+:42].[OH2:26].[c:27]1([CH3:28])[cH:29][cH:30][c:31]([S:32]([OH:33])(=[O:34])=[O:35])[cH:36][cH:37]1>>[F:1][CH2:2][c:3]1[c:4]([CH2:18][OH:19])[n:5][c:6](-[c:8]2[cH:9][c:10]([C:14]([F:15])([F:16])[F:17])[cH:11][cH:12][cH:13]2)[s:7]1. The reactants are [Li].BrC=1C=C(C=C(C1)F)C(=CC(C(=O)OCC)=O)[O-] (Lithium 1-(3-bromo-5-fluorophenyl)-4-ethoxy-3,4-dioxobut-1-en-1-olate), ClC=1C=C(C=C(C1)F)C1=CC(=NN1C1=NC=CC=C1)C(=O)O (5-(3-Chloro-5-fluorophenyl)-1-(pyridin-2-yl)-1H-pyrazole-3-carboxylic acid), Cl.N1=CC(=CC=C1)NN (3-pyridylhydrazine hydrochloride). Product: BrC=1C=C(C=C(C1)F)C1=CC(=NN1C=1C=NC=CC1)C(=O)O (5-(3-Bromo-5-fluorophenyl)-1-(pyridin-3-yl)-1H-pyrazole-3-carboxylic acid). RXN SMILES: [Li].[Br:2][C:3]1[CH:4]=[C:5]([C:10]([O-])=[CH:11][C:12](=O)[C:13]([O:15]CC)=[O:14])[CH:6]=[C:7]([F:9])[CH:8]=1.ClC1C=C(C2N(C3C=CC=CN=3)N=C(C(O)=O)C=2)C=C(F)C=1.Cl.[N:43]1[CH:48]=[CH:47][CH:46]=[C:45]([NH:49][NH2:50])[CH:44]=1>>[Br:2][C:3]1[CH:4]=[C:5]([C:10]2[N:49]([C:45]3[CH:44]=[N:43][CH:48]=[CH:47][CH:46]=3)[N:50]=[C:12]([C:13]([OH:15])=[O:14])[CH:11]=2)[CH:6]=[C:7]([F:9])[CH:8]=1 |f:0.1,3.4,^1:0|. Procedure details: 600 mg (1.30 mmol) of the compound of Example 2A is reacted analogously to the synthesis of the compound of Example 20A with 208 mg (1.43 mmol) of 3-pyridylhydrazine hydrochloride. After hydrolysis, 406 mg (86% of theory) of the title compound is obtained.